From a dataset of the Open Reaction Database (ORD), a public repository of structured organic reaction records. describe an organic reaction: reactants, conditions, products, and yield Starting materials: C1CCOC1, CC(C)(C)OC(=O)Nc1ccc(C#C[Si](C)(C)C)nc1, CCCC[N+](CCCC)(CCCC)CCCC, [F-]. Yields the product C#Cc1ccc(NC(=O)OC(C)(C)C)cn1. RXN SMILES: [CH2:39]1[O:40][CH2:41][CH2:42][CH2:43]1.[CH3:1][Si:2]([C:3]#[C:4][c:5]1[cH:6][cH:7][c:8]([NH:11][C:12]([O:13][C:14]([CH3:15])([CH3:16])[CH3:17])=[O:18])[cH:9][n:10]1)([CH3:19])[CH3:20].[CH3:22][CH2:23][CH2:24][CH2:25][N+:26]([CH2:27][CH2:28][CH2:29][CH3:30])([CH2:31][CH2:32][CH2:33][CH3:34])[CH2:35][CH2:36][CH2:37][CH3:38].[F-:21]>>[CH:3]#[C:4][c:5]1[cH:6][cH:7][c:8]([NH:11][C:12]([O:13][C:14]([CH3:15])([CH3:16])[CH3:17])=[O:18])[cH:9][n:10]1.